Dataset: the Open Reaction Database (ORD), a public repository of structured organic reaction records. Task: describe an organic reaction: reactants, conditions, products, and yield Starting materials: C1CCOC1, CCCC[N+](CCCC)(CCCC)CCCC, CC(=O)O, COC(=O)N=C(SC)C(=Nc1ccc(C#N)cc1)c1cc(OC)cc(OCCO[Si](C)(C)C(C)(C)C)c1F, CCOC(C)=O, [Cl-], [F-], [NH4+]. Yields the product COC(=O)N=C(SC)C(=Nc1ccc(C#N)cc1)c1cc(OC)cc(OCCO)c1F. As a reaction SMILES: [CH2:63]1[O:64][CH2:65][CH2:66][CH2:67]1.[CH2:6]([N+:7]([CH2:8][CH2:9][CH2:10][CH3:11])([CH2:12][CH2:13][CH2:14][CH3:15])[CH2:16][CH2:17][CH2:18][CH3:19])[CH2:20][CH2:21][CH3:22].[CH3:1][C:2](=[O:3])[OH:4].[CH3:23][O:24][C:25]([N:26]=[C:27]([C:28](=[N:29][c:30]1[cH:31][cH:32][c:33]([C:36]#[N:37])[cH:34][cH:35]1)[c:38]1[c:39]([F:57])[c:40]([O:46][CH2:47][CH2:48][O:49][Si:50]([C:51]([CH3:52])([CH3:53])[CH3:54])([CH3:55])[CH3:56])[cH:41][c:42]([O:44][CH3:45])[cH:43]1)[S:58][CH3:59])=[O:60].[CH3:68][CH2:69][O:70][C:71](=[O:72])[CH3:73].[Cl-:61].[F-:5].[NH4+:62]>>[CH3:23][O:24][C:25]([N:26]=[C:27]([C:28](=[N:29][c:30]1[cH:31][cH:32][c:33]([C:36]#[N:37])[cH:34][cH:35]1)[c:38]1[c:39]([F:57])[c:40]([O:46][CH2:47][CH2:48][OH:49])[cH:41][c:42]([O:44][CH3:45])[cH:43]1)[S:58][CH3:59])=[O:60]. Starting materials: BrCC1=C(N=C2N1C1=CC=C(C=C1NC2=O)C(F)(F)F)C(=O)OCC (1-Bromomethyl-2-ethoxycarbonyl-7-trifluoromethylimidazo[1,2-a]quinoxalin-4(5H)-one), ClC=1N=CNC1Cl (4,5-dichloroimidazole), C([O-])([O-])=O.[K+].[K+] (potassium carbonate). The solvent is C(C)#N (acetonitril). Run at temperature 80 celsius, time 8 hour. The product is ClC=1N=CN(C1Cl)CC1=C(N=C2N1C1=CC=C(C=C1NC2=O)C(F)(F)F)C(=O)OCC (1-(4,5-Dichloro-1-imidazolyl)methyl-2-ethoxycarbonyl-7-trifluoromethylimidazo[1,2-a]quinoxalin-4(5H)-one). Yield: 22.8%. As a reaction SMILES: Br[CH2:2][C:3]1[N:7]2[C:8]3[C:13]([NH:14][C:15](=[O:16])[C:6]2=[N:5][C:4]=1[C:21]([O:23][CH2:24][CH3:25])=[O:22])=[CH:12][C:11]([C:17]([F:20])([F:19])[F:18])=[CH:10][CH:9]=3.[Cl:26][C:27]1[N:28]=[CH:29][NH:30][C:31]=1[Cl:32].C(=O)([O-])[O-].[K+].[K+]>C(#N)C>[Cl:26][C:27]1[N:28]=[CH:29][N:30]([CH2:2][C:3]2[N:7]3[C:8]4[C:13]([NH:14][C:15](=[O:16])[C:6]3=[N:5][C:4]=2[C:21]([O:23][CH2:24][CH3:25])=[O:22])=[CH:12][C:11]([C:17]([F:20])([F:19])[F:18])=[CH:10][CH:9]=4)[C:31]=1[Cl:32] |f:2.3.4|. Procedure: A suspension of 1-bromomethyl-2-ethoxycarbonyl-7-trifluoromethylimidazo[1,2-a]quinoxalin-4(5H)-one (Example 3) (2.1 g, 5.0 mmol), 4,5-dichloroimidazole (1.5 g, 11.0 mmol) and potassium carbonate (1.5 g, 11 mmol) in acetonitril (100 ml) was stirred at 80° C. for 5 h and overnight at room temperature. The solvent was evaporated in vacuo and the residue submitted to flash chromatography on silica gel 60 eluting with dichloromethane/methanole (19:1) to give 540 mg (23%) of the title compound. M.p. 2... Starting materials: BrC(C)C1(OCCO1)C1=CC2=CC=C(C=C2C=C1)OC (2(1-bromoethyl)-2-(6-methoxy-2-naphthyl)-1,3-dioxolane), C([O-])([O-])=O.[Ca+2] (calcium carbonate), C(=O)N (formamide). Run at temperature 140 celsius, time 1 hour. The product is COC=1C=C2C=CC(=CC2=CC1)C(C(=O)O)C (2-(6-methoxy-2-naphthyl)-propionic acid). Isolated yield 30.0%. As a reaction SMILES: Br[CH:2]([C:4]1([C:9]2[CH:18]=[CH:17][C:16]3[C:11](=[CH:12][CH:13]=[C:14]([O:19][CH3:20])[CH:15]=3)[CH:10]=2)OCCO1)C.[C:21](=O)([O-:23])[O-:22].[Ca+2].C(N)=O>>[CH3:20][O:19][C:14]1[CH:15]=[C:16]2[C:11](=[CH:12][CH:13]=1)[CH:10]=[C:9]([CH:4]([CH3:2])[C:21]([OH:23])=[O:22])[CH:18]=[CH:17]2 |f:1.2|. Procedure details: A mixture of 2(1-bromoethyl)-2-(6-methoxy-2-naphthyl)-1,3-dioxolane (0.84 g; 2.5 mmol), calcium carbonate (0.3 g; 3 mmol) and formamide (5 ml) is heated at 140° C. under stirring for 1 h. The mixture is worked up as described in example 1a to provide 2-(6-methoxy-2-naphthyl)-propionic acid (0.172 g; 0.75 mmol; yield 30%), m.p. 154°-155° C. Starting materials: C1=CC=CC2=CC3=CC=CC=C3C(=C12)C=1C2=CC=CC=C2C=C2C=CC=CC12 (9,9′-bianthryl), BrN1C(CCC1=O)=O (N-bromosuccinimide). Solvent: C(Cl)(Cl)(Cl)Cl (carbon tetrachloride). Product: BrC1=C2C=CC=CC2=C(C2=CC=CC=C12)C=1C2=CC=CC=C2C=C2C=CC=CC12 (10-bromo-9,9′-bianthryl). Yield: 81.8%. Reaction SMILES: [CH:1]1[C:14]2[C:5](=[CH:6][C:7]3[C:12]([C:13]=2[C:15]2[C:16]4[C:21]([CH:22]=[C:23]5[C:28]=2[CH:27]=[CH:26][CH:25]=[CH:24]5)=[CH:20][CH:19]=[CH:18][CH:17]=4)=[CH:11][CH:10]=[CH:9][CH:8]=3)[CH:4]=[CH:3][CH:2]=1.[Br:29]N1C(=O)CCC1=O>C(Cl)(Cl)(Cl)Cl>[Br:29][C:22]1[C:21]2[C:16](=[CH:17][CH:18]=[CH:19][CH:20]=2)[C:15]([C:13]2[C:14]3[C:5]([CH:6]=[C:7]4[C:12]=2[CH:11]=[CH:10][CH:9]=[CH:8]4)=[CH:4][CH:3]=[CH:2][CH:1]=3)=[C:28]2[C:23]=1[CH:24]=[CH:25][CH:26]=[CH:27]2. Procedure: In a flask were placed 35 g of 9,9′-bianthryl, 18.0 g of N-bromosuccinimide and 500 mL of carbon tetrachloride, and the mixture was stirred overnight. The reaction mixture was filtered, the filtrate was passed through a column filled with alumina. Carbon tetrachloride was evaporated from the solution under a reduced pressure, and then the residue was recrystallized from petroleum ether, to give 35 g(yield: 80%) of 10-bromo-9,9′-bianthryl. Then, in a 100 mL three-necked flask were placed 18.3 g o... Reactants: NC1=CC2=C(CCCCC2=O)C=C1 (3-amino-6,7,8,9-tetrahydrobenzocyclohepten-5-one), N(=O)[O-].[Na+] (sodium nitrite), S(=O)([O-])[O-].[Na+].[Na+] (sodium sulfite), C1(=CC=CC=C1)C (toluene). Run in S(O)(O)(=O)=O (sulfuric acid). Reaction conditions: time 20 minute. The product is OC1=CC2=C(CCCCC2=O)C=C1 (3-hydroxy-6,7,8,9-tetrahydrobenzocyclohepten-5-one). Yield: 56.6%. RXN SMILES: N[C:2]1[CH:13]=[CH:12][C:5]2[CH2:6][CH2:7][CH2:8][CH2:9][C:10](=[O:11])[C:4]=2[CH:3]=1.N([O-])=[O:15].[Na+].S([O-])([O-])=O.[Na+].[Na+].C1(C)C=CC=CC=1>S(=O)(=O)(O)O>[OH:15][C:2]1[CH:13]=[CH:12][C:5]2[CH2:6][CH2:7][CH2:8][CH2:9][C:10](=[O:11])[C:4]=2[CH:3]=1 |f:1.2,3.4.5|. Procedure: To a solution of 3-amino-6,7,8,9-tetrahydrobenzocyclohepten-5-one (12.53 g) in 10% sulfuric acid (130 ml) was added sodium nitrite (4.9 g) and sodium sulfite (694 mg) under ice-cooling. After being stirred for 20 minutes at this temperature, to the reaction mixture was added toluene (100 ml), stirred at the room temperature for 18 hours and extracted with ethyl acetate. The organic layer was washed with brine, dried over magnesium sulfate and evaporated in vacuo to afford 3-hydroxy-6,7,8,9-tetra... Reactants: C1CCOC1, CO, [Li+], [OH-], O, COC(=O)Cc1cc2ccccc2[nH]1. The product is O=C(O)Cc1cc2ccccc2[nH]1. As a reaction SMILES: [CH2:20]1[O:21][CH2:22][CH2:23][CH2:24]1.[CH3:17][OH:18].[Li+:1].[OH-:2].[OH2:19].[nH:3]1[c:4]([CH2:12][C:13](=[O:14])[O:15][CH3:16])[cH:5][c:6]2[cH:7][cH:8][cH:9][cH:10][c:11]12>>[nH:3]1[c:4]([CH2:12][C:13](=[O:14])[OH:15])[cH:5][c:6]2[cH:7][cH:8][cH:9][cH:10][c:11]12. Reactants: ClC=1C(=C(C(=CC1)O)C(=O)C=1C=NN(C1)C1=CC=CC=C1)C ((3-chloro-6-hydroxy-2-methyl-phenyl)-(1-phenyl-1H-pyrazol-4-yl)methanone), BrCC(=O)OCC (ethyl bromoacetate). Yields the product ClC1=C(C(=C(OCC(=O)O)C=C1)C(=O)C=1C=NN(C1)C1=CC=CC=C1)C ([4-Chloro-3-methyl-2-(1-phenyl-1H-pyrazole-4-carbonyl)phenoxy]acetic acid). RXN SMILES: [Cl:1][C:2]1[C:3]([CH3:22])=[C:4]([C:9]([C:11]2[CH:12]=[N:13][N:14]([C:16]3[CH:21]=[CH:20][CH:19]=[CH:18][CH:17]=3)[CH:15]=2)=[O:10])[C:5]([OH:8])=[CH:6][CH:7]=1.Br[CH2:24][C:25]([O:27]CC)=[O:26]>>[Cl:1][C:2]1[CH:7]=[CH:6][C:5]([O:8][CH2:24][C:25]([OH:27])=[O:26])=[C:4]([C:9]([C:11]2[CH:12]=[N:13][N:14]([C:16]3[CH:17]=[CH:18][CH:19]=[CH:20][CH:21]=3)[CH:15]=2)=[O:10])[C:3]=1[CH3:22]. Reported procedure: Prepared from (3-chloro-6-hydroxy-2-methyl-phenyl)-(1-phenyl-1H-pyrazol-4-yl)methanone and ethyl bromoacetate according to GP2 and GP3: LC/MS (an10p8): Rt 3.34 min, m/z 370.6 [M+1]+; 1H NMR (CDCl3): δ 2.44 (s, 3H), 4.77 (s, 2H), 6.92 (s, 1H), 7.39 (d, J=9.0 Hz, 1H), 7.46-7.51 (m, 2H), 7.59 (s, 1H), 7.72 (d, J=9.0 Hz, 2H), 8.19 (s, 1H), 8.52 (s, 1H), 10.39 (br s, 1H) Starting materials: ClCCl, CCCCOC(=O)COc1ccc(C(=O)Cl)cc1, c1ccncc1, Nc1ccccc1Sc1ccccc1-c1nnn[nH]1. Product: CCCCOC(=O)COc1ccc(C(=O)Nc2ccccc2Sc2ccccc2-c2nnn[nH]2)cc1. Reaction SMILES: [CH2:44]([Cl:45])[Cl:46].[Cl:20][C:21](=[O:22])[c:23]1[cH:24][cH:25][c:26]([O:27][CH2:28][C:29](=[O:30])[O:31][CH2:32][CH2:33][CH2:34][CH3:35])[cH:36][cH:37]1.[cH:38]1[cH:39][cH:40][n:41][cH:42][cH:43]1.[nH:1]1[n:2][n:3][n:4][c:5]1-[c:6]1[c:7]([S:12][c:13]2[c:14]([NH2:15])[cH:16][cH:17][cH:18][cH:19]2)[cH:8][cH:9][cH:10][cH:11]1>>[n:1]1[n:2][n:3][nH:4][c:5]1-[c:6]1[c:7]([S:12][c:13]2[c:14]([NH:15][C:21](=[O:22])[c:23]3[cH:24][cH:25][c:26]([O:27][CH2:28][C:29](=[O:30])[O:31][CH2:32][CH2:33][CH2:34][CH3:35])[cH:36][cH:37]3)[cH:16][cH:17][cH:18][cH:19]2)[cH:8][cH:9][cH:10][cH:11]1.